Dataset: the Open Reaction Database (ORD), a public repository of structured organic reaction records. Task: describe an organic reaction: reactants, conditions, products, and yield Reactants: CC(C=O)N(CCC(=O)OC(C)(C)C)C(=O)OCc1ccccc1, COC(=O)C(N)CCOCc1ccccc1, Cl. Yields the product COC(=O)C(CCOCc1ccccc1)NCC(C)N(CCC(=O)OC(C)(C)C)C(=O)OCc1ccccc1. RXN SMILES: [C:1]([CH3:2])([CH3:3])([CH3:4])[O:5][C:6]([CH2:7][CH2:8][N:9]([CH:10]([CH:11]=[O:12])[CH3:13])[C:14](=[O:15])[O:16][CH2:17][c:18]1[cH:19][cH:20][cH:21][cH:22][cH:23]1)=[O:24].[CH3:26][O:27][C:28]([CH:29]([CH2:30][CH2:31][O:32][CH2:33][c:34]1[cH:35][cH:36][cH:37][cH:38][cH:39]1)[NH2:40])=[O:41].[ClH:25]>>[C:1]([CH3:2])([CH3:3])([CH3:4])[O:5][C:6]([CH2:7][CH2:8][N:9]([CH:10]([CH2:11][NH:40][CH:29]([C:28]([O:27][CH3:26])=[O:41])[CH2:30][CH2:31][O:32][CH2:33][c:34]1[cH:35][cH:36][cH:37][cH:38][cH:39]1)[CH3:13])[C:14](=[O:15])[O:16][CH2:17][c:18]1[cH:19][cH:20][cH:21][cH:22][cH:23]1)=[O:24]. Reactants: Br, CC(=O)O, CN1CCn2nc(C(=O)N3CCc4ccccc4C3)c(OCc3ccccc3)c2C1=O. Yields the product CN1CCn2nc(C(=O)N3CCc4ccccc4C3)c(O)c2C1=O. As a reaction SMILES: [BrH:32].[C:33]([OH:34])(=[O:35])[CH3:36].[CH2:1]([c:2]1[cH:3][cH:4][cH:5][cH:6][cH:7]1)[O:8][c:9]1[c:10]([C:20](=[O:21])[N:22]2[CH2:23][c:24]3[cH:25][cH:26][cH:27][cH:28][c:29]3[CH2:30][CH2:31]2)[n:11][n:12]2[c:13]1[C:14](=[O:19])[N:15]([CH3:18])[CH2:16][CH2:17]2>>[OH:8][c:9]1[c:10]([C:20](=[O:21])[N:22]2[CH2:23][c:24]3[cH:25][cH:26][cH:27][cH:28][c:29]3[CH2:30][CH2:31]2)[n:11][n:12]2[c:13]1[C:14](=[O:19])[N:15]([CH3:18])[CH2:16][CH2:17]2. Starting materials: BrC=1C=C(NC1)C(=O)OCC (ethyl 4-bromo-1H-pyrrole-2-carboxylate), ClS(=O)(=O)N=C=O (chlorosulfonyl isocyanate). The solvent is C(C)#N (acetonitrile). Reaction conditions: time 17 hour. The product is BrC=1C=C(NC1C#N)C(=O)OCC (Ethyl 4-bromo-5-cyano-1H-pyrrole-2-carboxylate). Isolated yield 74.4%. As a reaction SMILES: [Br:1][C:2]1[CH:3]=[C:4]([C:7]([O:9][CH2:10][CH3:11])=[O:8])[NH:5][CH:6]=1.ClS([N:16]=[C:17]=O)(=O)=O>C(#N)C>[Br:1][C:2]1[CH:3]=[C:4]([C:7]([O:9][CH2:10][CH3:11])=[O:8])[NH:5][C:6]=1[C:17]#[N:16]. Procedure: To a cooled (0° C.) solution of ethyl 4-bromo-1H-pyrrole-2-carboxylate (Belanger, P. Tetrahedron Lett. 1979, 20, 2505) (9.50 g, 43.6 mmol) in acetonitrile (200 mL) was added chlorosulfonyl isocyanate (3.87 mL, 43.6 mmol), drop wise. The reaction was allowed to warm to rt and stir for 17 h. The reaction was quenched with the addition of DMF (17 mL) and the reaction was heated (50° C.) for 2 h then cooled to rt and stirred an additional 2 h. The mixture was poured over ice water (500 mL) and was e... The reactants are C(#N)C1=NC(=C(C2=CC=C(C=C12)OC1=CC=CC=C1)O)C(=O)OC (Methyl 1-cyano-4-hydroxy-7-phenoxyisoquinoline-3-carboxylate), COC(C(CC)CN)=O (2-aminomethyl-butyric acid methyl ester). The solvent is CO (MeOH). The product is COC(C(CC)CNC(=O)C=1N=C(C2=CC(=CC=C2C1O)OC1=CC=CC=C1)C#N)=O (2-{[(1-Cyano-4-hydroxy-7-phenoxy-isoquinoline-3-carbonyl)-amino]-methyl}-butyric acid methyl ester). RXN SMILES: [C:1]([C:3]1[C:12]2[C:7](=[CH:8][CH:9]=[C:10]([O:13][C:14]3[CH:19]=[CH:18][CH:17]=[CH:16][CH:15]=3)[CH:11]=2)[C:6]([OH:20])=[C:5]([C:21](OC)=[O:22])[N:4]=1)#[N:2].[CH3:25][O:26][C:27](=[O:33])[CH:28]([CH2:31][NH2:32])[CH2:29][CH3:30]>CO>[CH3:25][O:26][C:27](=[O:33])[CH:28]([CH2:31][NH:32][C:21]([C:5]1[N:4]=[C:3]([C:1]#[N:2])[C:12]2[C:7]([C:6]=1[OH:20])=[CH:8][CH:9]=[C:10]([O:13][C:14]1[CH:19]=[CH:18][CH:17]=[CH:16][CH:15]=1)[CH:11]=2)=[O:22])[CH2:29][CH3:30]. Procedure details: Methyl 1-cyano-4-hydroxy-7-phenoxyisoquinoline-3-carboxylate (60 mg, 0.19 mmol) and 2-aminomethyl-butyric acid methyl ester (crude, 1.57 mmol) in MeOH (3 mL) were heated at 150° C. in a microwave for 3 hours. The solvent was removed in vacuo and the residue oil was purified by flash chromatography (0-50% EtOAc/hexanes) to give the title compound in 55 mg. MS: (−) m/z 418.14 (M−1). Reactants: COCCOC, [O-][n+]1nc(Cl)nc2cc3c(cc21)CCCC3, NCCCN1CCOCC1. Product: [O-][n+]1nc(NCCCN2CCOCC2)nc2cc3c(cc21)CCCC3. As a reaction SMILES: [CH3:27][O:28][CH2:29][CH2:30][O:31][CH3:32].[Cl:11][c:12]1[n:13][n+:14]([O-:26])[c:15]2[c:16]([n:17]1)[cH:18][c:19]1[c:24]([cH:25]2)[CH2:23][CH2:22][CH2:21][CH2:20]1.[O:1]1[CH2:2][CH2:3][N:4]([CH2:7][CH2:8][CH2:9][NH2:10])[CH2:5][CH2:6]1>>[O:1]1[CH2:2][CH2:3][N:4]([CH2:7][CH2:8][CH2:9][NH:10][c:12]2[n:13][n+:14]([O-:26])[c:15]3[c:16]([n:17]2)[cH:18][c:19]2[c:24]([cH:25]3)[CH2:23][CH2:22][CH2:21][CH2:20]2)[CH2:5][CH2:6]1. Starting materials: [Al+3], C1CCOC1, Cc1c(-c2ccccn2)n(CCC(=O)O)c2ccc(Cl)cc12, [H-], [H-], [H-], [H-], [Li+]. Yields the product Cc1c(-c2ccccn2)n(CCCO)c2ccc(Cl)cc12. As a reaction SMILES: [Al+3:24].[CH2:29]1[O:30][CH2:31][CH2:32][CH2:33]1.[Cl:1][c:2]1[cH:3][c:4]2[c:5]([CH3:22])[c:6](-[c:16]3[n:17][cH:18][cH:19][cH:20][cH:21]3)[n:7]([CH2:11][CH2:12][C:13](=[O:14])[OH:15])[c:8]2[cH:9][cH:10]1.[H-:23].[H-:26].[H-:27].[H-:28].[Li+:25]>>[Cl:1][c:2]1[cH:3][c:4]2[c:5]([CH3:22])[c:6](-[c:16]3[n:17][cH:18][cH:19][cH:20][cH:21]3)[n:7]([CH2:11][CH2:12][CH2:13][OH:14])[c:8]2[cH:9][cH:10]1. The reactants are Cl (HCl), BrC1=NC(=CC(=C1)C)F (2-bromo-6-fluoro-4-methyipyridine), OC=1C=C(SC1)C(F)(F)F (4-hydroxy-2-(trifluoromethyl)-thiophene), C(=O)([O-])[O-].[K+].[K+] (K2CO3). Run in CN(C=O)C (dimethylformamide). Run at temperature 80 celsius. Yields the product BrC1=CC(=CC(=N1)OC1=CSC(=C1)C(F)(F)F)C (6-Bromo-4-methyl-2-{[5-(trifluoromethyl)-3-thienyl]oxy}pyridine). Yield: 65.0%. Reaction SMILES: [Br:1][C:2]1[CH:7]=[C:6]([CH3:8])[CH:5]=[C:4](F)[N:3]=1.[OH:10][C:11]1[CH:12]=[C:13]([C:16]([F:19])([F:18])[F:17])[S:14][CH:15]=1.C([O-])([O-])=O.[K+].[K+].Cl>CN(C)C=O>[Br:1][C:2]1[N:3]=[C:4]([O:10][C:11]2[CH:12]=[C:13]([C:16]([F:19])([F:18])[F:17])[S:14][CH:15]=2)[CH:5]=[C:6]([CH3:8])[CH:7]=1 |f:2.3.4|. Procedure: A solution of 2-bromo-6-fluoro-4-methyipyridine (1.00 g, 5.26 mmol) and 4-hydroxy-2-(trifluoromethyl)-thiophene (0.88 g, 5.26 mmol) in dimethylformamide is treated with K2CO3 (1.09 g, 7.89 mmol), heated at 80° C. for 23 hours, cooled to room temperature, poured onto water, acidified to pH 5-6 with 6N HCl and extracted with ether. The ether extracts are combined, washed sequentially with water and brine, dried over MgSQ4 and concentrated in vacuo to give a residue. The residue is chromatographed ... Reactants: [Cl-].N[N+]1=C(C=CC(=C1)CC)CO (1-amino-5-ethyl-2-hydroxy methylpyridinium chloride), C(C)(=O)[O-].[Na+] (sodium acetate), C(OCC)([O-])[O-] (ethyl orthoformate). Solvent: C(C)(=O)O (acetic acid). Reaction conditions: temperature 140 celsius. Product: C(C)C=1C=CC=2N(C1)N=CC2O (6-Ethyl-3-hydroxypyrazolo[1,5-a]pyridine). The yield is 42.0%. Reaction SMILES: [Cl-].[NH2:2][N+:3]1[CH:8]=[C:7]([CH2:9][CH3:10])[CH:6]=[CH:5][C:4]=1[CH2:11][OH:12].[C:13]([O-])(=O)C.[Na+].C([O-])([O-])OCC>C(O)(=O)C>[CH2:9]([C:7]1[CH:6]=[CH:5][C:4]2[N:3]([N:2]=[CH:13][C:11]=2[OH:12])[CH:8]=1)[CH3:10] |f:0.1,2.3|. Procedure details: A mixture of 3.8 g of 1-amino-5-ethyl-2-hydroxy methylpyridinium chloride, 2.5 g of sodium acetate, 25 ml of acetic acid and 8.9 g of ethyl orthoformate was refluxed for 4 hours in an oil bath at 140° C. After evaporated under vacuum, to the residue was added water. The mixture was brought to pH 11 by the addition of potassium carbonate and extracted with ethyl acetate. Ethyl acetate extract was then dried over anhydrous sodium sulfate, decolorized with charcoal and concentrated to dryness. Afte... Reactants: CS(=O)(=O)C1=CC=C(C=N1)[C@H](CC)NS(=O)C(C)(C)C (2-methyl-propane-2-sulfinic acid [(S)-1-(6-methanesulfonyl-pyridin-3-yl)-propyl]-amide), solution, Cl (HCl), O1CCOCC1 (dioxane). The solvent is CO (methanol). Conditions: time 1 hour. Product: Cl.CS(=O)(=O)C1=CC=C(C=N1)[C@H](CC)N ((S)-1-(6-Methanesulfonyl-pyridin-3-yl)-propylamine hydrochloride). Reaction SMILES: [CH3:1][S:2]([C:5]1[N:10]=[CH:9][C:8]([C@@H:11]([NH:14]S(C(C)(C)C)=O)[CH2:12][CH3:13])=[CH:7][CH:6]=1)(=[O:4])=[O:3].[ClH:21].O1CCOCC1>CO>[ClH:21].[CH3:1][S:2]([C:5]1[N:10]=[CH:9][C:8]([C@@H:11]([NH2:14])[CH2:12][CH3:13])=[CH:7][CH:6]=1)(=[O:4])=[O:3] |f:4.5|. Procedure: To a solution of 2-methyl-propane-2-sulfinic acid [(S)-1-(6-methanesulfonyl-pyridin-3-yl)-propyl]-amide (50.0 g, 157.0 mmol) in methanol (500 mL) was added a 4 N solution of HCl in dioxane (40.0 mL, 160.0 mmol). After 1 hour, the mixture was concentrated to near dryness (about 40 mL) and the resulting mixture was diluted with ether (500 mL) to afford the title compound.